This data is from the Open Reaction Database (ORD), a public repository of structured organic reaction records. The task is: describe an organic reaction: reactants, conditions, products, and yield The reactants are COc1ccc(Oc2cccc(C=O)c2)cc1, NC1CCCc2ccccc21. Yields the product COc1ccc(Oc2cccc(CNC3CCCc4ccccc43)c2)cc1. Reaction SMILES: [CH3:1][O:2][c:3]1[cH:4][cH:5][c:6]([O:7][c:8]2[cH:9][c:10]([CH:11]=[O:12])[cH:13][cH:14][cH:15]2)[cH:16][cH:17]1.[CH:18]1([NH2:28])[CH2:19][CH2:20][CH2:21][c:22]2[cH:23][cH:24][cH:25][cH:26][c:27]21>>[CH3:1][O:2][c:3]1[cH:4][cH:5][c:6]([O:7][c:8]2[cH:9][c:10]([CH2:11][NH:28][CH:18]3[CH2:19][CH2:20][CH2:21][c:22]4[cH:23][cH:24][cH:25][cH:26][c:27]43)[cH:13][cH:14][cH:15]2)[cH:16][cH:17]1. The reactants are CN(C)C[C@H]1CCCC[C@@]1(C2=CC(=CC=C2)OC)O (cis-Tramadol). The solvent is C(C)(=O)OCC (ethyl acetate). Run at temperature -2.5 celsius, time 2 hour. Yields the product CN(C)CC1CCCCC1(C2=CC=CC(=C2)OC)O (Tramadol). Reaction SMILES: [CH3:1][N:2]([CH2:4][C@@H:5]1[C@@:10]([OH:19])([C:11]2[CH:16]=[CH:15][CH:14]=[C:13]([O:17][CH3:18])[CH:12]=2)[CH2:9][CH2:8][CH2:7][CH2:6]1)[CH3:3]>C(OCC)(=O)C>[CH3:3][N:2]([CH2:4][CH:5]1[C:10]([OH:19])([C:11]2[CH:12]=[C:13]([O:17][CH3:18])[CH:14]=[CH:15][CH:16]=2)[CH2:9][CH2:8][CH2:7][CH2:6]1)[CH3:1]. Reported procedure: A reactor vessel is charged successively with cis-Tramadol base hydrate (crude) 200 Kg and ethyl acetate 300 l and the contents of the vessel heated to 50° l C. until all solids are in solution. The vessel is then cooled to −5 to 0° C. and the product crystallises. Stirring is continued for two hours and the product is then centrifuged and washed with cold ethyl acetate, 2×25 l. Approximately 165-175 Kg (moist) of cis(+/−) Tramadol base hydrate are obtained from this procedure.